From a dataset of the Open Reaction Database (ORD), a public repository of structured organic reaction records. describe an organic reaction: reactants, conditions, products, and yield Starting materials: Cl.C1(CC1)N(C(C1=CC=C(C=C1)C1=CN=CO1)=O)C1CCNCC1 (N-cyclopropyl-4-oxazol-5-yl-N-piperidin-4-yl-benzamide hydrochloride), FC1=NC=CN=C1 (2-fluoro-pyrazine). Solvent: CN1C(CCC1)=O (N-methylpyrrolidinone). Yields the product C1(CC1)N(C(C1=CC=C(C=C1)C1=CN=CO1)=O)C1CCN(CC1)C1=NC=CN=C1 (N-Cyclopropyl-4-oxazol-5-yl-N-(1-pyrazin-2-yl-piperidin-4-yl)-benzamide). As a reaction SMILES: Cl.[CH:2]1([N:5]([CH:19]2[CH2:24][CH2:23][NH:22][CH2:21][CH2:20]2)[C:6](=[O:18])[C:7]2[CH:12]=[CH:11][C:10]([C:13]3[O:17][CH:16]=[N:15][CH:14]=3)=[CH:9][CH:8]=2)[CH2:4][CH2:3]1.F[C:26]1[CH:31]=[N:30][CH:29]=[CH:28][N:27]=1>CN1CCCC1=O>[CH:2]1([N:5]([CH:19]2[CH2:24][CH2:23][N:22]([C:26]3[CH:31]=[N:30][CH:29]=[CH:28][N:27]=3)[CH2:21][CH2:20]2)[C:6](=[O:18])[C:7]2[CH:8]=[CH:9][C:10]([C:13]3[O:17][CH:16]=[N:15][CH:14]=3)=[CH:11][CH:12]=2)[CH2:4][CH2:3]1 |f:0.1|. Reported procedure: The title compound is prepared from N-cyclopropyl-4-oxazol-5-yl-N-piperidin-4-yl-benzamide hydrochloride and 2-fluoro-pyrazine following a procedure analogous to that described in Example 19 using N-methylpyrrolidinone as solvent. LC (method 16): tR=0.43 min; Mass spectrum (ESI+): m/z=390 [M+H]+. Reactants: NC=1C(=C(C=CC1)C1=CN=C(C=2NC3=CC(=CC=C3C21)OCCOC)C(=O)N)C (4-(3-amino-2-methylphenyl)-7-(2-methoxyethoxy)-9H-pyrido[3,4-b]indole-1-carboxamide), ClC1=NC=NC2=CC=CC=C12 (4-chloroquinazoline). Solvent: CC(C)O (2-Propanol), C(C)(=O)OCC (ethyl acetate). Reaction conditions: temperature 115 celsius. Product: COCCOC1=CC=C2C3=C(NC2=C1)C(=NC=C3C3=C(C(=CC=C3)NC3=NC=NC1=CC=CC=C31)C)C(=O)N (7-(2-Methoxyethoxy)-4-(2-methyl-3-(quinazolin-4-ylamino)phenyl)-9H-pyrido[3,4-b]indole-1-carboxamide). Yield: 25.2%. Reaction SMILES: [NH2:1][C:2]1[C:3]([CH3:29])=[C:4]([C:8]2[C:20]3[C:19]4[C:14](=[CH:15][C:16]([O:21][CH2:22][CH2:23][O:24][CH3:25])=[CH:17][CH:18]=4)[NH:13][C:12]=3[C:11]([C:26]([NH2:28])=[O:27])=[N:10][CH:9]=2)[CH:5]=[CH:6][CH:7]=1.Cl[C:31]1[C:40]2[C:35](=[CH:36][CH:37]=[CH:38][CH:39]=2)[N:34]=[CH:33][N:32]=1>CC(O)C.C(OCC)(=O)C>[CH3:25][O:24][CH2:23][CH2:22][O:21][C:16]1[CH:15]=[C:14]2[C:19]([C:20]3[C:8]([C:4]4[CH:5]=[CH:6][CH:7]=[C:2]([NH:1][C:31]5[C:40]6[C:35](=[CH:36][CH:37]=[CH:38][CH:39]=6)[N:34]=[CH:33][N:32]=5)[C:3]=4[CH3:29])=[CH:9][N:10]=[C:11]([C:26]([NH2:28])=[O:27])[C:12]=3[NH:13]2)=[CH:18][CH:17]=1. Reported procedure: A mixture of 4-(3-amino-2-methylphenyl)-7-(2-methoxyethoxy)-9H-pyrido[3,4-b]indole-1-carboxamide (51 mg, 0.131 mmol), and 4-chloroquinazoline (47.3 mg, 0.287 mmol) in 2-Propanol (5 mL) was heated at 115° C. under microwave for 30 min. The mixture was diluted with ethyl acetate (80 mL), washed with saturated NaHCO3 solution (20 mL) and brine (20 mL), and dried over anhydrous MgSO4. The solvent was removed under vacuum, and the residue was purified by reverse phase HPLC. The correct fractions were... The product is ClC=1C=CC(=C(C1)C1=CC(N(C=C1OCC)C(C(=O)O)C)=O)C#N (2-[4-(5-Chloro-2-cyanophenyl)-5-ethoxy-2-oxopyridin-1(2H)-yl]propanoic acid). Procedure details: 134 mg (0.37 mmol) of 4-chloro-2-(5-ethoxy-2-oxo-1,2-dihydropyridin-4-yl)benzonitrile and 1.5 eq. of 2-bromopropanoic acid (racemate) were reacted according to General Method 4A at 50° C. The crude product was purified by preparative HPLC (Reprosil C18, water/acetonitrile gradient). Yield: 89 mg (purity 86%, 60% of theory) As a reaction SMILES: [Cl:1][C:2]1[CH:9]=[CH:8][C:5]([C:6]#[N:7])=[C:4]([C:10]2[C:15]([O:16][CH2:17][CH3:18])=[CH:14][NH:13][C:12](=[O:19])[CH:11]=2)[CH:3]=1.Br[CH:21]([CH3:25])[C:22]([OH:24])=[O:23]>>[Cl:1][C:2]1[CH:9]=[CH:8][C:5]([C:6]#[N:7])=[C:4]([C:10]2[C:15]([O:16][CH2:17][CH3:18])=[CH:14][N:13]([CH:21]([CH3:25])[C:22]([OH:24])=[O:23])[C:12](=[O:19])[CH:11]=2)[CH:3]=1. Starting materials: ClC1=CC(=C(C#N)C=C1)C1=CC(NC=C1OCC)=O (4-chloro-2-(5-ethoxy-2-oxo-1,2-dihydropyridin-4-yl)benzonitrile), BrC(C(=O)O)C (2-bromopropanoic acid). Reactants: CC=1N(C(=C(C(C1C(=O)OCC)=O)C(=O)OCC)C)C1=CC=CC=C1 (2,6-dimethyl-3,5-dicarboethoxy-N-phenyl-4-pyridone), C(C1=CC=CC=C1)O (benzyl alcohol). Reagents/catalysts: OS(=O)(=O)O (H2SO4). Product: CC=1N(C(=C(C(C1C(=O)OCC)=O)C(=O)OCC1=CC=CC=C1)C)C1=CC=CC=C1 (2,6-dimethyl-3-carboethoxy-5-carbobenzyloxy-N-phenyl-4-pyridone). Reaction SMILES: [CH3:1][C:2]1[N:3]([C:20]2[CH:25]=[CH:24][CH:23]=[CH:22][CH:21]=2)[C:4]([CH3:19])=[C:5]([C:14]([O:16][CH2:17][CH3:18])=[O:15])[C:6](=[O:13])[C:7]=1[C:8]([O:10][CH2:11][CH3:12])=[O:9].C(O)[C:27]1[CH:32]=[CH:31]C=[CH:29][CH:28]=1>OS(O)(=O)=O>[CH3:1][C:2]1[N:3]([C:20]2[CH:25]=[CH:24][CH:23]=[CH:22][CH:21]=2)[C:4]([CH3:19])=[C:5]([C:14]([O:16][CH2:17][C:18]2[CH:31]=[CH:32][CH:27]=[CH:28][CH:29]=2)=[O:15])[C:6](=[O:13])[C:7]=1[C:8]([O:10][CH2:11][CH3:12])=[O:9]. Reported procedure: 4 g. of 2,6-dimethyl-3,5-dicarboethoxy-N-phenyl-4-pyridone (prepared as described in Example 1) were dissolved in 20 ml. of benzyl alcohol, 4 drops of concentrated H2SO4 were added and the mixture was stirred and heated for 7 hours at 130°, at the same time distilling off the produce ethanol. The benzyl alcohol solution was washed with a saturated solution of sodium bicarbonate and the slurry was extracted several times with chloroform. The extracts were combined and dried over magnesium sulphat...